This data is from the Open Reaction Database (ORD), a public repository of structured organic reaction records. The task is: describe an organic reaction: reactants, conditions, products, and yield Starting materials: CNCCC(C(C1=C(C=CC(=C1)F)F)S(=O)(=O)C1=CC=C(C=C1)Cl)C ((3RS, 4RS)-N-methyl-[4-(4-chlorobenzenesulfonyl)-4-(2,5-difluorophenyl)-3-methyl-butyl]amine), N1=CC=CC=C1 (pyridine), CS(=O)(=O)Cl (methanesulfonyl chloride). Run in ClCCl (dichloromethane). Conditions: time 48 hour. Yields the product ClC1=CC=C(C=C1)S(=O)(=O)C(C(CCN(S(=O)(=O)C)C)C)C1=C(C=CC(=C1)F)F ((3RS, 4RS)-N-[4-(4-Chloro-benzenesulfonyl)-4-(2,5-difluoro-phenyl)-3-methyl-butyl]-N-methyl-methanesulfonamide). The yield is 25.0%. As a reaction SMILES: [CH3:1][NH:2][CH2:3][CH2:4][CH:5]([CH3:25])[CH:6]([S:15]([C:18]1[CH:23]=[CH:22][C:21]([Cl:24])=[CH:20][CH:19]=1)(=[O:17])=[O:16])[C:7]1[CH:12]=[C:11]([F:13])[CH:10]=[CH:9][C:8]=1[F:14].N1C=CC=CC=1.[CH3:32][S:33](Cl)(=[O:35])=[O:34]>ClCCl>[Cl:24][C:21]1[CH:20]=[CH:19][C:18]([S:15]([CH:6]([C:7]2[CH:12]=[C:11]([F:13])[CH:10]=[CH:9][C:8]=2[F:14])[CH:5]([CH3:25])[CH2:4][CH2:3][N:2]([CH3:1])[S:33]([CH3:32])(=[O:35])=[O:34])(=[O:17])=[O:16])=[CH:23][CH:22]=1. Procedure: To the amine from Step (b) (0.116 g, 0.3 mmol) in dry dichloromethane (5 ml) was added pyridine (0.060 ml, 0.75 mmol), followed by methanesulfonyl chloride (0.035 ml, 0.45 mmol), and the mixture was stirred at room temperature for 48 hours. After dilution with water (20 ml) and extraction with ethyl acetate (3×20 ml), the combined organic fractions were washed with brine, dried (MgSO4 and evaporated under reduced pressure. The residue was purified by flash chromatography eluting with 10% to 30% ... Starting materials: CCN=C=NCCCN(C)C.Cl (EDCl), N(CC(=O)O)C(=O)OC(C)(C)C (Boc-Gly-OH), NC1=CC=CC=C1 (aniline). The solvent is C1CCOC1 (THF). Conditions: time 6 hour. The product is N(CC(=O)NC1=CC=CC=C1)C(=O)OC(C)(C)C (Boc-Gly-NHPh). Isolated yield 96.9%. As a reaction SMILES: CCN=C=NCCCN(C)C.Cl.[NH:13]([C:18]([O:20][C:21]([CH3:24])([CH3:23])[CH3:22])=[O:19])[CH2:14][C:15]([OH:17])=O.[NH2:25][C:26]1[CH:31]=[CH:30][CH:29]=[CH:28][CH:27]=1>C1COCC1>[NH:13]([C:18]([O:20][C:21]([CH3:24])([CH3:23])[CH3:22])=[O:19])[CH2:14][C:15]([NH:25][C:26]1[CH:31]=[CH:30][CH:29]=[CH:28][CH:27]=1)=[O:17] |f:0.1|. Reported procedure: 7.67 g (40.0 mmol) of EDCl was added to 50 ml of THF solution of 3.50 g (20.0 mmol) of Boc-Gly-OH (manufactured by Tokyo Chemical Industry Co., Ltd), and 1.82 ml (20.0 mmol) of aniline, followed by stirring for 6 hours at room temperature. After a reaction mixture was concentrated under reduced pressure, the concentrate was extracted by adding water and ethyl acetate. After an organic layer was washed with brine (two times for each), and the organic layer was dried over sodium sulfate. After the... As a reaction SMILES: [CH2:35]1[O:36][CH2:37][CH2:38][CH2:39]1.[Cl:1][c:2]1[cH:3][c:4](-[c:12]2[n:13][c:14](-[c:17]3[cH:18][cH:19][cH:20][c:21]4[cH:22][cH:23][n:24]([CH3:26])[c:25]34)[n:15][o:16]2)[cH:5][cH:6][c:7]1[O:8][CH:9]([CH3:10])[CH3:11].[O:27]=[C:28]1[N:29]([Br:34])[C:30](=[O:31])[CH2:32][CH2:33]1>>[Cl:1][c:2]1[cH:3][c:4](-[c:12]2[n:13][c:14](-[c:17]3[cH:18][cH:19][cH:20][c:21]4[c:22]([Br:34])[cH:23][n:24]([CH3:26])[c:25]34)[n:15][o:16]2)[cH:5][cH:6][c:7]1[O:8][CH:9]([CH3:10])[CH3:11]. Reactants: C1CCOC1, CC(C)Oc1ccc(-c2nc(-c3cccc4ccn(C)c34)no2)cc1Cl, O=C1CCC(=O)N1Br. Yields the product CC(C)Oc1ccc(-c2nc(-c3cccc4c(Br)cn(C)c34)no2)cc1Cl. Starting materials: ClC=1C=C(C(=O)OC)C=CC1O (methyl 3-chloro-4-hydroxybenzoate), C([O-])([O-])=O.[Cs+].[Cs+] (cesium carbonate), [OH-].[Na+] (sodium hydroxide), BrCC1=CC(=C(C=C1)F)F (4-(bromomethyl)-1,2-difluorobenzene). Run in C(C)#N (acetonitrile). Run at time 18 hour. Yields the product COC(C1=CC(=C(C=C1)OCC1=CC(=C(C=C1)F)F)Cl)=O (Methyl-3-chloro-4-[(3,4-difluorobenzyl)oxy]benzoate). RXN SMILES: [Cl:1][C:2]1[CH:3]=[C:4]([CH:9]=[CH:10][C:11]=1[OH:12])[C:5]([O:7][CH3:8])=[O:6].C(=O)([O-])[O-].[Cs+].[Cs+].Br[CH2:20][C:21]1[CH:26]=[CH:25][C:24]([F:27])=[C:23]([F:28])[CH:22]=1.[OH-].[Na+]>C(#N)C>[CH3:8][O:7][C:5](=[O:6])[C:4]1[CH:9]=[CH:10][C:11]([O:12][CH2:20][C:21]2[CH:26]=[CH:25][C:24]([F:27])=[C:23]([F:28])[CH:22]=2)=[C:2]([Cl:1])[CH:3]=1 |f:1.2.3,5.6|. Procedure details: To a stirred solution of methyl 3-chloro-4-hydroxybenzoate (comm, 6.48 g, 34.73 mmol) in acetonitrile was added cesium carbonate (28.29 g, 86.82 mmol) followed by 4-(bromomethyl)-1,2-difluorobenzene (comm, 10.78 g, 52.09 mmol). The reaction mixture was stirred at room temperature for 18 hours. A sodium hydroxide solution (0.5 M, 210 mL) was then added and the resulting white solid was collected by filtration to yield the title compound, which was used in the next step without further purificatio... Reactants: FC=1C=C(OC2=C3C(=NC=C2)C=C(S3)C(=O)OC)C=CC1NC(=O)NC1=C(C=CC(=C1)C)F (Methyl 7-(3-fluoro-4-(3-(2-fluoro-5-methylphenyl)ureido)phenoxy)thieno[3,2-b]pyridine-2-carboxylate), Cl (HCl), [OH-].[Na+] (sodium hydroxide), [OH-].[Na+] (sodium hydroxide). The solvent is C1CCOC1 (THF), O (water). Run at time 8 hour. Product: FC=1C=C(OC2=C3C(=NC=C2)C=C(S3)C(=O)O)C=CC1NC(=O)NC1=C(C=CC(=C1)C)F (7-[3-fluoro-4-({[(2-fluoro-5-methylphenyl)amino]carbonyl}amino)phenoxy]thieno[3,2-b]pyridine-2-carboxylic acid). Reaction SMILES: [F:1][C:2]1[CH:3]=[C:4]([CH:19]=[CH:20][C:21]=1[NH:22][C:23]([NH:25][C:26]1[CH:31]=[C:30]([CH3:32])[CH:29]=[CH:28][C:27]=1[F:33])=[O:24])[O:5][C:6]1[CH:11]=[CH:10][N:9]=[C:8]2[CH:12]=[C:13]([C:15]([O:17]C)=[O:16])[S:14][C:7]=12.[OH-].[Na+].Cl>C1COCC1.O>[F:1][C:2]1[CH:3]=[C:4]([CH:19]=[CH:20][C:21]=1[NH:22][C:23]([NH:25][C:26]1[CH:31]=[C:30]([CH3:32])[CH:29]=[CH:28][C:27]=1[F:33])=[O:24])[O:5][C:6]1[CH:11]=[CH:10][N:9]=[C:8]2[CH:12]=[C:13]([C:15]([OH:17])=[O:16])[S:14][C:7]=12 |f:1.2|. Procedure details: Methyl 7-(3-fluoro-4-(3-(2-fluoro-5-methylphenyl)ureido)phenoxy)thieno[3,2-b]pyridine-2-carboxylate (1.84 g, 3.92 mmol) was taken up in 100 mL THF followed by the dropwise addition of 1N sodium hydroxide (4.8 mL, 4.8 mmol). The solution was stirred at room temperature for 3 hours, at which time an additional 2.4 mL of 1N sodium hydroxide was added. The solution was stirred at room temperature for overnight and the resulting mixture was diluted with 75 mL of water and acidified using 1N HCl. The ... The product is COC(=O)CCC(=O)c1cc(OC)ccc1O. RXN SMILES: [CH3:18][OH:19].[ClH:17].[OH:1][c:2]1[c:3]([C:4](=[O:5])[CH2:6][CH2:7][C:8](=[O:9])[OH:10])[cH:11][c:12]([O:15][CH3:16])[cH:13][cH:14]1>>[OH:1][c:2]1[c:3]([C:4](=[O:5])[CH2:6][CH2:7][C:8](=[O:9])[O:10][CH3:18])[cH:11][c:12]([O:15][CH3:16])[cH:13][cH:14]1. The reactants are CO, Cl, COc1ccc(O)c(C(=O)CCC(=O)O)c1. Starting materials: CC1(OCC(O1)C2C(=C(C(=O)O2)O)O)C (5,6-O-Isopropylidene-L-ascorbic acid), COCOCOC (methoxymethyl ether). Product: O=C1C(O)=C(O)[C@H](O1)[C@@H](O)CO (ascorbic acid). Yield: 32.0%. RXN SMILES: CC1(C)[O:6][CH:5]([CH:7]2[O:12][C:10](=[O:11])[C:9]([OH:13])=[C:8]2[OH:14])[CH2:4][O:3]1.COCOCOC>>[O:11]=[C:10]1[O:12][C@H:7]([C@H:5]([CH2:4][OH:3])[OH:6])[C:8]([OH:14])=[C:9]1[OH:13]. Procedure: 5,6-O-Isopropylidene-L-ascorbic acid was protected in the form of methoxymethyl ether according to the procedure of Kulkami et al. (M. G. Kulkami and S. R. Thopate, Tetrahedron, 1996, 52, 1293). A Mitsunobu reaction (C. Cena et al. Bioorg. Med. Chem. 2008, 16, 5199) with 1,1′,2-trisnorsqualenol followed by hydrolysis gives 2-squalenyl ascorbic acid (2-SQ Vit C) at an overall yield of 32%.